Dataset: the Open Reaction Database (ORD), a public repository of structured organic reaction records. Task: describe an organic reaction: reactants, conditions, products, and yield The reactants are [NH4+].[OH-] (NH4OH), [BH4-].[Na+] (sodium borohydride), ClC1=C(OCCN2CCCC2)C=CC(=C1)[N+](=O)[O-] (1-[2-(2-chloro-4-nitro-phenoxy)-ethyl]-pyrrolidine), NiCl2.6H2O. Run in CO (MeOH). Run at time 2 hour. Product: ClC=1C=C(C=CC1OCCN1CCCC1)N (3-Chloro-4-(2-pyrrolidin-1-yl-ethoxy)-phenylamine). Isolated yield 67.7%. RXN SMILES: [BH4-].[Na+].[Cl:3][C:4]1[CH:17]=[C:16]([N+:18]([O-])=O)[CH:15]=[CH:14][C:5]=1[O:6][CH2:7][CH2:8][N:9]1[CH2:13][CH2:12][CH2:11][CH2:10]1.[NH4+].[OH-]>CO>[Cl:3][C:4]1[CH:17]=[C:16]([NH2:18])[CH:15]=[CH:14][C:5]=1[O:6][CH2:7][CH2:8][N:9]1[CH2:10][CH2:11][CH2:12][CH2:13]1 |f:0.1,3.4|. Procedure details: Add sodium borohydride (0.58 g, 15.26 mmol) to a solution of 1-[2-(2-chloro-4-nitro-phenoxy)-ethyl]-pyrrolidine (0.83 g, 3.07 mmol) and NiCl2.6H2O (1.45 g, 6.12 mmol) in MeOH (20 mL). Stir at room temperature for 2 h and add 10% NH4OH solution. Extract with CH2Cl2 and then EtOAc, combine the organics, dry, and concentrate. Purify by flash chromatography using 0-10% 2N NH3/MeOH in CH2Cl2, to give the title compound (0.5 g, 69%). MS (ES+) 241.2 (M+1)+. 1H NMR (400 MHz, CDCl3): δ 6.78 (d, 1H, J=8.4... Starting materials: C(CC)C1=NC2=CC=CC=C2C(N1)=O (2-propyl-4(3H)-quinazolinone), [H-].[Na+] (sodium hydride), C(C1=CC=CC=C1)(C1=CC=CC=C1)(C1=CC=CC=C1)N1N=NN=C1C1=C(C=CC=C1)C1=CC=C(CBr)C=C1 (4-[2'-(N-trityltetrazol-5-yl)phenyl]benzyl bromide). Run in CN(C)C=O (DMF). Conditions: time 15 minute. The product is C(CC)C1=NC2=CC=CC=C2C(N1CC1=CC=C(C=C1)C1=C(C=CC=C1)C1=NN=NN1C(C1=CC=CC=C1)(C1=CC=CC=C1)C1=CC=CC=C1)=O (2-Propyl-3-[[2'-(N-trityltetrazol-5-yl) biphenyl-4-yl]methyl]-4(3H)-quinazolinone). RXN SMILES: [H-].[Na+].[CH2:3]([C:6]1[NH:15][C:14](=[O:16])[C:13]2[C:8](=[CH:9][CH:10]=[CH:11][CH:12]=2)[N:7]=1)[CH2:4][CH3:5].[C:17]([N:36]1[C:40]([C:41]2[CH:46]=[CH:45][CH:44]=[CH:43][C:42]=2[C:47]2[CH:54]=[CH:53][C:50]([CH2:51]Br)=[CH:49][CH:48]=2)=[N:39][N:38]=[N:37]1)([C:30]1[CH:35]=[CH:34][CH:33]=[CH:32][CH:31]=1)([C:24]1[CH:29]=[CH:28][CH:27]=[CH:26][CH:25]=1)[C:18]1[CH:23]=[CH:22][CH:21]=[CH:20][CH:19]=1>CN(C=O)C>[CH2:3]([C:6]1[N:15]([CH2:51][C:50]2[CH:49]=[CH:48][C:47]([C:42]3[CH:43]=[CH:44][CH:45]=[CH:46][C:41]=3[C:40]3[N:36]([C:17]([C:30]4[CH:35]=[CH:34][CH:33]=[CH:32][CH:31]=4)([C:24]4[CH:25]=[CH:26][CH:27]=[CH:28][CH:29]=4)[C:18]4[CH:23]=[CH:22][CH:21]=[CH:20][CH:19]=4)[N:37]=[N:38][N:39]=3)=[CH:54][CH:53]=2)[C:14](=[O:16])[C:13]2[C:8](=[CH:9][CH:10]=[CH:11][CH:12]=2)[N:7]=1)[CH2:4][CH3:5] |f:0.1|. Procedure: To a stirred mixture of sodium hydride (60% dispersion in mineral oil, 0.3 g) in DMF (50 ml) was added 2-propyl-4(3H)-quinazolinone (1.0 g) and the mixture was stirred at room temperature for 15 minutes. After addition of 4-[2'-(N-trityltetrazol-5-yl)phenyl]benzyl bromide (5.0 g), the reaction mixture was stirred at room temperature for 19 hours and concentrated to dryness. The residue was extracted with ethyl acetate-water and the organic layer was washed with water, dried and concentrated to d... Reactants: [H-].[Na+] (sodium hydride), [H][H] (hydrogen), CI (Methyl iodide), CSC(C(=O)OC)C1=CC=C(C=C1)CC(C)C (Methyl α-methylthio(p-isobutylphenyl)acetate), [H][H] (Hydrogen), [Cl-].[NH4+] (ammonium chloride). Solvent: CN(C=O)C (dimethylformamide). Conditions: time 40 minute. Product: C(C(C)C)C1=CC=C(C=C1)C(C(=O)OC)(C)SC (methyl α-(p-isobutylphenyl)-α-(methylthio)propionate). The yield is 85.0%. Reaction SMILES: [CH3:1][S:2][CH:3]([C:8]1[CH:13]=[CH:12][C:11]([CH2:14][CH:15]([CH3:17])[CH3:16])=[CH:10][CH:9]=1)[C:4]([O:6][CH3:7])=[O:5].[H-].[Na+].[H][H].[CH3:22]I.[Cl-].[NH4+]>CN(C)C=O>[CH2:14]([C:11]1[CH:10]=[CH:9][C:8]([C:3]([S:2][CH3:1])([CH3:22])[C:4]([O:6][CH3:7])=[O:5])=[CH:13][CH:12]=1)[CH:15]([CH3:17])[CH3:16] |f:1.2,5.6|. Procedure: Methyl α-methylthio(p-isobutylphenyl)acetate (471 mg) was dissolved in 5 ml of anhydrous dimethylformamide, and with stirring under ice cooling, 75 mg (65% content) of sodium hydride was added. Hydrogen evolved immediately. When the mixture was stirred for about 10 minutes, the generation of hydrogen subsided. Methyl iodide (0.25 ml) was added, and the mixture was stirred under ice cooling for 30 minutes, and then at room temperature for 40 minutes. Then, an aqueous solution of ammonium chloride... Reactants: ClC1=C(C=2N=CN(C(C2S1)=O)CC(C[C@@H]1N(CCC[C@H]1O)C(=O)OC)=O)Cl (methyl trans-2-[3-(6,7-dichloro-3,4-dihydro-4-oxothieno[3,2-d]pyrimidin-3-yl)-2-oxopropyl]-3-hydroxy-1-piperidinecarboxylate), Br (hydrobromic acid). Run in C(C)O (ethanol), C(C)O (ethanol). Run at time 3 minute. Product: Br.Br.ClC1=C(C=2N=CN(C(C2S1)=O)CC(C[C@@H]1NCCC[C@H]1O)=O)Cl (trans-6,7-Dichloro-3-[3-(3-hydroxy-2-piperidyl)-2-oxopropyl]thieno[3,2-d]pyrimidin-4(3H)-one Dihydrobromide). RXN SMILES: [Cl:1][C:2]1[S:10][C:9]2[C:8](=[O:11])[N:7]([CH2:12][C:13](=[O:26])[CH2:14][C@H:15]3[C@H:20]([OH:21])[CH2:19][CH2:18][CH2:17][N:16]3C(OC)=O)[CH:6]=[N:5][C:4]=2[C:3]=1[Cl:27].[BrH:28]>C(O)C>[BrH:28].[BrH:28].[Cl:1][C:2]1[S:10][C:9]2[C:8](=[O:11])[N:7]([CH2:12][C:13](=[O:26])[CH2:14][C@H:15]3[C@H:20]([OH:21])[CH2:19][CH2:18][CH2:17][NH:16]3)[CH:6]=[N:5][C:4]=2[C:3]=1[Cl:27] |f:3.4.5|. Procedure: In a 15 ml single-neck round bottom flask equipped with a reflux condenser, a solution of 0.190 g (0.00044 mole) of methyl trans-2-[3-(6,7-dichloro-3,4-dihydro-4-oxothieno[3,2-d]pyrimidin-3-yl)-2-oxopropyl]-3-hydroxy-1-piperidinecarboxylate and 6.2 ml of 48% aqueous hydrobromic acid was immersed in an oil bath preheated to 150° C. Heating was continued for three minutes. The solution was allowed to cool to room temperature, and the volatile components were evaporated under reduced pressure. Etha...